From a dataset of the Open Reaction Database (ORD), a public repository of structured organic reaction records. describe an organic reaction: reactants, conditions, products, and yield Starting materials: C(C)N1[C@H](C(=O)O)CC(C1=O)(CC1=CC=CC=C1)CC1=CC=CC=C1 (1-ethyl-5-oxo-4,4-bis(phenylmethyl)proline), C(C)N1[C@H](C(=O)O)CC(C1=O)(C)C (1-ethyl-4,4-dimethyl-5-oxoproline), ClC1=C(C=CC(=C1)F)CNC([C@H]1N(C(C(C1)(C)C)=O)CC)=O (N-[(2-chloro-4-fluorophenyl)methyl]-1-ethyl-4,4-dimethyl-5-oxoprolinamide), C(C)N1C(C(CC1COC(C1=CC=CC=C1)(C1=CC=CC=C1)C1=CC=CC=C1)(CC1=CC=CC=C1)CC1=CC=CC=C1)=O (1-ethyl-3,3-bis(phenylmethyl)-5-{[(triphenylmethyl)oxy]methyl}-2-pyrrolidinone). Product: ClC1=C(C=CC(=C1)F)CNC([C@H]1N(C(C(C1)(CC1=CC=CC=C1)CC1=CC=CC=C1)=O)CC)=O (N-[(2-chloro-4-fluorophenyl)methyl]-1-ethyl-5-oxo-4,4-bis(phenylmethyl)prolinamide), C(C)N1[C@H](C(=O)O)CC(C1=O)(CC1=CC=CC=C1)CC1=CC=CC=C1 (1-Ethyl-5-oxo-4,4-bis(phenylmethyl)proline), C(C)N1C(C(CC1COC(C1=CC=CC=C1)(C1=CC=CC=C1)C1=CC=CC=C1)(C)C)=O (1-ethyl-3,3-dimethyl-5-{[(triphenylmethyl)oxy]methyl}-2-pyrrolidinone). As a reaction SMILES: [Cl:1][C:2]1[CH:7]=[C:6]([F:8])[CH:5]=[CH:4][C:3]=1[CH2:9][NH:10]C(=O)[C@@H]1CC(C)(C)C(=O)N1CC.[CH2:23]([N:25]1[C:32](=[O:33])[C:31]([CH2:41][C:42]2[CH:47]=[CH:46][CH:45]=[CH:44][CH:43]=2)([CH2:34][C:35]2[CH:40]=[CH:39][CH:38]=[CH:37][CH:36]=2)[CH2:30][C@H:26]1[C:27]([OH:29])=[O:28])[CH3:24].C(N1C(=O)C(C)(C)C[C@H]1C(O)=O)C.[CH2:61]([N:63]1[CH:67]([CH2:68][O:69][C:70]([C:83]2[CH:88]=[CH:87][CH:86]=[CH:85][CH:84]=2)([C:77]2[CH:82]=[CH:81][CH:80]=[CH:79][CH:78]=2)[C:71]2[CH:76]=[CH:75][CH:74]=[CH:73][CH:72]=2)[CH2:66][C:65]([CH2:96]C2C=CC=CC=2)([CH2:89]C2C=CC=CC=2)[C:64]1=[O:103])[CH3:62]>>[Cl:1][C:2]1[CH:7]=[C:6]([F:8])[CH:5]=[CH:4][C:3]=1[CH2:9][NH:10][C:27](=[O:29])[C@@H:26]1[CH2:30][C:31]([CH2:41][C:42]2[CH:47]=[CH:46][CH:45]=[CH:44][CH:43]=2)([CH2:34][C:35]2[CH:36]=[CH:37][CH:38]=[CH:39][CH:40]=2)[C:32](=[O:33])[N:25]1[CH2:23][CH3:24].[CH2:23]([N:25]1[C:32](=[O:33])[C:31]([CH2:41][C:42]2[CH:47]=[CH:46][CH:45]=[CH:44][CH:43]=2)([CH2:34][C:35]2[CH:36]=[CH:37][CH:38]=[CH:39][CH:40]=2)[CH2:30][C@H:26]1[C:27]([OH:29])=[O:28])[CH3:24].[CH2:61]([N:63]1[CH:67]([CH2:68][O:69][C:70]([C:83]2[CH:88]=[CH:87][CH:86]=[CH:85][CH:84]=2)([C:77]2[CH:78]=[CH:79][CH:80]=[CH:81][CH:82]=2)[C:71]2[CH:76]=[CH:75][CH:74]=[CH:73][CH:72]=2)[CH2:66][C:65]([CH3:96])([CH3:89])[C:64]1=[O:103])[CH3:62]. Reported procedure: N-[(2-chloro-4-fluorophenyl)methyl]-1-ethyl-5-oxo-4,4-bis(phenylmethyl)prolinamide was prepared in a manner analogous to that described above for the synthesis of N-[(2-chloro-4-fluorophenyl)methyl]-1-ethyl-4,4-dimethyl-5-oxoprolinamide (E130) but using 1-ethyl-5-oxo-4,4-bis(phenylmethyl)proline in the place of 1-ethyl-4,4-dimethyl-5-oxoproline. 1-Ethyl-5-oxo-4,4-bis(phenylmethyl)proline was prepared in a manner analogous to that described for 1-ethyl-4,4-dimethyl-5-oxoproline in example 130 abo... The reactants are CC(=O)[O-], CC(=O)O, O=C(Cl)CCl, COC(=O)c1ccc2c(C3CCCCC3)c(-c3ccc(C)cc3N)[nH]c2c1, [Na+], C1CCOC1, O. Product: COC(=O)c1ccc2c(C3CCCCC3)c(-c3ccc(C)cc3NC(=O)CCl)[nH]c2c1. Reaction SMILES: [CH3:29][C:30](=[O:31])[O-:32].[CH3:33][C:34](=[O:35])[OH:36].[Cl:37][CH2:38][C:39](=[O:40])[Cl:41].[NH2:1][c:2]1[c:3](-[c:9]2[nH:10][c:11]3[cH:12][c:13]([C:24](=[O:25])[O:26][CH3:27])[cH:14][cH:15][c:16]3[c:17]2[CH:18]2[CH2:19][CH2:20][CH2:21][CH2:22][CH2:23]2)[cH:4][cH:5][c:6]([CH3:8])[cH:7]1.[Na+:28].[O:42]1[CH2:43][CH2:44][CH2:45][CH2:46]1.[OH2:47]>>[NH:1]([c:2]1[c:3](-[c:9]2[nH:10][c:11]3[cH:12][c:13]([C:24](=[O:25])[O:26][CH3:27])[cH:14][cH:15][c:16]3[c:17]2[CH:18]2[CH2:19][CH2:20][CH2:21][CH2:22][CH2:23]2)[cH:4][cH:5][c:6]([CH3:8])[cH:7]1)[C:39]([CH2:38][Cl:37])=[O:40]. The reactants are FC1=C(C=CC(=C1OC)OC)C(C)(C)O (2-(2-fluoro-3,4-dimethoxyphenyl)propan-2-ol). Reagents/catalysts: [Pd] (palladium on carbon). Solvent: Cl (HCl), CCO (EtOH). Run at time 8 hour. Yields the product FC1=C(C=CC(=C1OC)OC)C(C)C (2-fluoro-1-isopropyl-3,4-dimethoxybenzene). Reaction SMILES: [F:1][C:2]1[C:7]([O:8][CH3:9])=[C:6]([O:10][CH3:11])[CH:5]=[CH:4][C:3]=1[C:12](O)([CH3:14])[CH3:13]>[Pd].Cl.CCO>[F:1][C:2]1[C:7]([O:8][CH3:9])=[C:6]([O:10][CH3:11])[CH:5]=[CH:4][C:3]=1[CH:12]([CH3:14])[CH3:13]. Reported procedure: A suspension of 10% palladium on carbon (69.8 mg) in a solution of 2-(2-fluoro-3,4-dimethoxyphenyl)propan-2-ol (698 mg, 3.26 mmol) in 5N HCl (0.7 mL) and EtOH (5.6 mL) was stirred at room temperature under H2 (15 psi) overnight. The mixture was filtered through a plug of Celite and washed with EtOAc (˜75 mL). The filtrate was washed with 50% saturated brine (10 mL), dried (MgSO4) and concentrated in vacuo to afford 2-fluoro-1-isopropyl-3,4-dimethoxybenzene. 1H NMR (500 MHz, CDCl3) δ 6.86 (t, J=8... Reactants: C(=O)(O)[O-].[Na+] (sodium hydrocarbonate), C(C)C(C(=O)C)C1=C(C(=O)C2=CC(=C(C(=C2)OC)OC)OC)C=C(C(=C1)OC)OC (2-(1-ethylacetonyl)-3',4,4',5,5'-pentamethoxybenzophenone), S(O)(O)(=O)=O (sulfuric acid), O.NN (hydrazine hydrate), C (charcoal). The solvent is C(C)(C)O (isopropanol). Reaction conditions: temperature 60 celsius, time 1 hour. Yields the product COC=1C=C(C=C(C1OC)OC)C1=NN=C(C(C2=C1C=C(C(=C2)OC)OC)CC)C (1-(3,4,5-trimethoxyphenyl)-4-methyl-5-ethyl-7,8-dimethoxy-5H-2,3-benzodiazepine). The yield is 60.2%. RXN SMILES: [CH2:1]([CH:3]([C:7]1[CH:26]=[C:25]([O:27][CH3:28])[C:24]([O:29][CH3:30])=[CH:23][C:8]=1[C:9]([C:11]1[CH:16]=[C:15]([O:17][CH3:18])[C:14]([O:19][CH3:20])=[C:13]([O:21][CH3:22])[CH:12]=1)=O)[C:4]([CH3:6])=O)[CH3:2].S(=O)(=O)(O)O.O.[NH2:37][NH2:38].C([O-])(O)=O.[Na+].C>C(O)(C)C>[CH3:22][O:21][C:13]1[CH:12]=[C:11]([C:9]2[C:8]3[CH:23]=[C:24]([O:29][CH3:30])[C:25]([O:27][CH3:28])=[CH:26][C:7]=3[CH:3]([CH2:1][CH3:2])[C:4]([CH3:6])=[N:38][N:37]=2)[CH:16]=[C:15]([O:17][CH3:18])[C:14]=1[O:19][CH3:20] |f:2.3,4.5|. Procedure details: 1.40 g (3.36 mmoles) of 2-(1-ethylacetonyl)-3',4,4',5,5'-pentamethoxybenzophenone are dissolved in 5.4 ml of isopropanol, and 0.175 ml of concentrated sulfuric acid are added dropwise to the solution. The reaction mixture is heated to boiling, stirred at this temperature for one hour, thereafter the mixture is cooled to 60° C. and 0.41 ml (8 mmoles) of 98% hydrazine hydrate are added. The resulting mixture is stirred for a further hour. 0.154 g of sodium hydrocarbonate are added in portions to t...